Dataset: the Open Reaction Database (ORD), a public repository of structured organic reaction records. Task: describe an organic reaction: reactants, conditions, products, and yield Reactants: ClC1=C(C=CC(=C1)Cl)C(CN1N=CN=C1)(CSCCC(=O)O)O (2-(2,4-Dichlorophenyl)-3-(2-carboxyethylthio)-1-(1H-1,2,4-triazol-1-yl)-propan-2-ol), CNC (dimethylamine), ON1C(CCC1=O)=O (N-hydroxysuccinimide), C1(CCCCC1)N=C=NC1CCCCC1 (dicyclohexylcarbodiimide). Run in O1CCOCC1 (dioxan). Reported procedure: 2-(2,4-Dichlorophenyl)-3-(2-carboxyethylthio)-1-(1H-1,2,4-triazol-1-yl)-propan-2-ol (0.38 g) was suspended in dioxan whilst N-hydroxysuccinimide (0.172 g, 1.5 equiv.) and dicyclohexylcarbodiimide (0.309 g, 1.5 equiv.) were added. The reaction mixture was stirred overnight (19 hours) at room temperature. Anhydrous dimethylamine (0.09 g, 2.0 equiv.) was added, and stirring continued for 30 minutes. Yields the product O.Cl.ClC1=C(C=CC(=C1)Cl)C(CN1N=CN=C1)(CSCCC(N(C)C)=O)O.ClC1=C(C=CC(=C1)Cl)C(CN1N=CN=C1)(CSCCC(N(C)C)=O)O.Cl (2-(2,4-dichlorophenyl)-3-(2-[N,N-dimethylcarbamoyl]ethylthio)-1-(1H-1,2,4-triazol-1-yl)-propan-2-ol hydrochloride hemihydrate). As a reaction SMILES: [Cl:1][C:2]1[CH:7]=[C:6]([Cl:8])[CH:5]=[CH:4][C:3]=1[C:9]([OH:23])([CH2:16][S:17][CH2:18][CH2:19][C:20]([OH:22])=[O:21])[CH2:10][N:11]1[CH:15]=[N:14][CH:13]=[N:12]1.O[N:25]1[C:29](=O)CC[C:26]1=O.[CH:32]1([N:38]=[C:39]=NC2CCCCC2)CCCCC1.CNC>O1CCOCC1>[OH2:21].[ClH:1].[Cl:1][C:2]1[CH:7]=[C:6]([Cl:8])[CH:5]=[CH:4][C:3]=1[C:9]([OH:23])([CH2:16][S:17][CH2:18][CH2:19][C:20](=[O:22])[N:25]([CH3:29])[CH3:26])[CH2:10][N:11]1[CH:15]=[N:14][CH:13]=[N:12]1.[Cl:1][C:2]1[CH:7]=[C:6]([Cl:8])[CH:5]=[CH:4][C:3]=1[C:9]([OH:23])([CH2:16][S:17][CH2:18][CH2:19][C:20](=[O:22])[N:38]([CH3:39])[CH3:32])[CH2:10][N:11]1[CH:15]=[N:14][CH:13]=[N:12]1.[ClH:1] |f:5.6.7.8.9|. Conditions: time 19 hour. The reactants are FC(COC1=C(C=CC=C1)N1CCNCC1)(F)F (1-[2-(2,2,2-trifluoroethoxy)phenyl]piperazine), ClCCCN1C(N(C(=C(C1=O)C)C)CC1=CC=CC=C1)=O (3-(3-chloropropyl)-1-benzyl-5,6-dimethyl-2,4(1H,3H)-pyrimidinedione). The product is Cl.C(C1=CC=CC=C1)N1C(N(C(C(=C1C)C)=O)CCCN1CCN(CC1)C1=C(C=CC=C1)OCC(F)(F)F)=O (1-benzyl-3-(3-{4-[2-(2,2,2-trifluoroethoxy)phenyl]piperazin-1-yl}propyl)-5,6-dimethyl-2,4(1H,3H)-pyrimidinedione hydrochloride). As a reaction SMILES: [F:1][C:2]([F:18])([F:17])[CH2:3][O:4][C:5]1[CH:10]=[CH:9][CH:8]=[CH:7][C:6]=1[N:11]1[CH2:16][CH2:15][NH:14][CH2:13][CH2:12]1.[Cl:19][CH2:20][CH2:21][CH2:22][N:23]1[C:28](=[O:29])[C:27]([CH3:30])=[C:26]([CH3:31])[N:25]([CH2:32][C:33]2[CH:38]=[CH:37][CH:36]=[CH:35][CH:34]=2)[C:24]1=[O:39]>>[ClH:19].[CH2:32]([N:25]1[C:26]([CH3:31])=[C:27]([CH3:30])[C:28](=[O:29])[N:23]([CH2:22][CH2:21][CH2:20][N:14]2[CH2:15][CH2:16][N:11]([C:6]3[CH:7]=[CH:8][CH:9]=[CH:10][C:5]=3[O:4][CH2:3][C:2]([F:1])([F:17])[F:18])[CH2:12][CH2:13]2)[C:24]1=[O:39])[C:33]1[CH:34]=[CH:35][CH:36]=[CH:37][CH:38]=1 |f:2.3|. Reported procedure: substituting 1-[2-(2,2,2-trifluoroethoxy)phenyl]piperazine and 3-(3-chloropropyl)-1-benzyl-5,6-dimethyl-2,4(1H,3H)-pyrimidinedione gave 1-benzyl-3-(3-{4-[2-(2,2,2-trifluoroethoxy)phenyl]piperazin-1-yl}propyl)-5,6-dimethyl-2,4(1H,3H)-pyrimidinedione hydrochloride, m.p. 221°14 222° C.; Anal.: Calcd. for C28H33F3N4O3.(HCl)1.1 : C, 58.37; H, 6.06; N, 9.72%; Found: C, 58.38; H, 5.96; N, 9.58%; Starting materials: NC1=C(C=C(C=C1)CC(=O)O)C(=O)OCC (4-amino-3-ethoxycarbonylphenylacetic acid), FC(C1=CC=C(C=C1)C=1C(=CC=CC1)C(=O)Cl)(F)F (4′-trifluoromethylbiphenyl-2-carboxylic acid chloride), C([O-])(O)=O.[Na+] (sodium bicarbonate). Product: C(C)OC(=O)C=1C=C(C=CC1NC(=O)C=1C(=CC=CC1)C1=CC=C(C=C1)C(F)(F)F)CC(=O)O (3-Ethoxycarbonyl-4-[(4′-trifluoromethylbiphenyl-2-carbonyl)amino]phenylacetic acid). Isolated yield 58.6%. As a reaction SMILES: [NH2:1][C:2]1[CH:7]=[CH:6][C:5]([CH2:8][C:9]([OH:11])=[O:10])=[CH:4][C:3]=1[C:12]([O:14][CH2:15][CH3:16])=[O:13].[F:17][C:18]([F:35])([F:34])[C:19]1[CH:24]=[CH:23][C:22]([C:25]2[C:26]([C:31](Cl)=[O:32])=[CH:27][CH:28]=[CH:29][CH:30]=2)=[CH:21][CH:20]=1.C(=O)(O)[O-].[Na+]>>[CH2:15]([O:14][C:12]([C:3]1[CH:4]=[C:5]([CH2:8][C:9]([OH:11])=[O:10])[CH:6]=[CH:7][C:2]=1[NH:1][C:31]([C:26]1[C:25]([C:22]2[CH:23]=[CH:24][C:19]([C:18]([F:17])([F:34])[F:35])=[CH:20][CH:21]=2)=[CH:30][CH:29]=[CH:28][CH:27]=1)=[O:32])=[O:13])[CH3:16] |f:2.3|. Procedure: The 4-amino-3-ethoxycarbonylphenylacetic acid (1.51 g) obtained in Example 9-4d) and 4′-trifluoromethylbiphenyl-2-carboxylic acid chloride (1.99 g) were subjected to reactions similar to those in Example 7a) with the proviso that sodium bicarbonate was used as a base, thereby the title compound (1.87 g) was given as a pale yellow amorphous powder.